Task: describe an organic reaction: reactants, conditions, products, and yield. Dataset: the Open Reaction Database (ORD), a public repository of structured organic reaction records Starting materials: NC1=C(C(=NC=C1)C=1N=NN(C1C1=CC=CC=C1)CC1=CC(=CC(=C1)C(F)(F)F)C(F)(F)F)C(=O)C1=C(C=CC=C1)Cl ({4-amino-2-[1-(3,5-bistrifluoromethylbenzyl)-5-phenyl-1H-[1,2,3]triazol-4-yl]-pyridin-3-yl}-(2-chlorophenyl)-methanone). Run in C(C)(=O)OCC (ethyl acetate), CCCCCCC (heptane), O (water), CCCCCCC (heptane). Conditions: time 18.5 hour. Product: O.NC1=C(C(=NC=C1)C=1N=NN(C1C1=CC=CC=C1)CC1=CC(=CC(=C1)C(F)(F)F)C(F)(F)F)C(=O)C1=C(C=CC=C1)Cl.NC1=C(C(=NC=C1)C=1N=NN(C1C1=CC=CC=C1)CC1=CC(=CC(=C1)C(F)(F)F)C(F)(F)F)C(=O)C1=C(C=CC=C1)Cl ({4-Amino-2-[1-(3,5-bistrifluoromethylbenzyl)-5-phenyl-1H-[1,2,3]triazol-4-yl]-pyridin-3-yl}-(2-chlorophenyl)-methanone hemihydrate). Reaction SMILES: [NH2:1][C:2]1[CH:7]=[CH:6][N:5]=[C:4]([C:8]2[N:9]=[N:10][N:11]([CH2:19][C:20]3[CH:25]=[C:24]([C:26]([F:29])([F:28])[F:27])[CH:23]=[C:22]([C:30]([F:33])([F:32])[F:31])[CH:21]=3)[C:12]=2[C:13]2[CH:18]=[CH:17][CH:16]=[CH:15][CH:14]=2)[C:3]=1[C:34]([C:36]1[CH:41]=[CH:40][CH:39]=[CH:38][C:37]=1[Cl:42])=[O:35]>C(OCC)(=O)C.CCCCCCC.O>[OH2:35].[NH2:1][C:2]1[CH:7]=[CH:6][N:5]=[C:4]([C:8]2[N:9]=[N:10][N:11]([CH2:19][C:20]3[CH:25]=[C:24]([C:26]([F:27])([F:28])[F:29])[CH:23]=[C:22]([C:30]([F:32])([F:31])[F:33])[CH:21]=3)[C:12]=2[C:13]2[CH:18]=[CH:17][CH:16]=[CH:15][CH:14]=2)[C:3]=1[C:34]([C:36]1[CH:41]=[CH:40][CH:39]=[CH:38][C:37]=1[Cl:42])=[O:35].[NH2:1][C:2]1[CH:7]=[CH:6][N:5]=[C:4]([C:8]2[N:9]=[N:10][N:11]([CH2:19][C:20]3[CH:25]=[C:24]([C:26]([F:27])([F:28])[F:29])[CH:23]=[C:22]([C:30]([F:32])([F:31])[F:33])[CH:21]=3)[C:12]=2[C:13]2[CH:18]=[CH:17][CH:16]=[CH:15][CH:14]=2)[C:3]=1[C:34]([C:36]1[CH:41]=[CH:40][CH:39]=[CH:38][C:37]=1[Cl:42])=[O:35] |f:4.5.6|. Procedure details: Dissolve {4-amino-2-[1-(3,5-bistrifluoromethylbenzyl)-5-phenyl-1H-[1,2,3]triazol-4-yl]-pyridin-3-yl}-(2-chlorophenyl)-methanone (582 g, 0.97 mol) in ethyl acetate (1880 mL), heptane (1990 mL) and water (90 mL) at 70° C. Cool to room temperature and stir for 18.5 hours. Add heptane (3980 mL) dropwise over 4 hours. Filter and dry in a vacuum oven at 40° C. for approximately 15 hours to give the title compound. Kf=1.52%. Starting materials: CN(C(=O)O[C@@H]1C[C@H](N(C1)C(=O)OCCCCCCCC)CCOC1=C(C=CC(=C1)OC)CCC1=CC=CC=C1)C ((2R,4R)-4-dimethylcarbamoyloxy-2-{2-[5-methoxy-2-(2-phenylethyl)phenoxy]ethyl}-1-octyloxycarbonylpyrrolidine), [H-].[Al+3].[Li+].[H-].[H-].[H-] (lithium aluminum hydride). Solvent: O1CCCC1 (tetrahydrofuran). Yields the product O[C@@H]1C[C@H](N(C1)C)CCOC1=C(C=CC(=C1)OC)CCC1=CC=CC=C1 ((2R,4R)-4-Hydroxy-2-{2-[5-methoxy-2-(2-phenylethyl)phenoxy]ethyl}-1-methylpyrrolidine). The yield is 41.1%. As a reaction SMILES: CN(C)C([O:5][C@H:6]1[CH2:10][N:9]([C:11](OCCCCCCCC)=O)[C@H:8]([CH2:22][CH2:23][O:24][C:25]2[CH:30]=[C:29]([O:31][CH3:32])[CH:28]=[CH:27][C:26]=2[CH2:33][CH2:34][C:35]2[CH:40]=[CH:39][CH:38]=[CH:37][CH:36]=2)[CH2:7]1)=O.[H-].[Al+3].[Li+].[H-].[H-].[H-]>O1CCCC1>[OH:5][C@H:6]1[CH2:10][N:9]([CH3:11])[C@H:8]([CH2:22][CH2:23][O:24][C:25]2[CH:30]=[C:29]([O:31][CH3:32])[CH:28]=[CH:27][C:26]=2[CH2:33][CH2:34][C:35]2[CH:36]=[CH:37][CH:38]=[CH:39][CH:40]=2)[CH2:7]1 |f:1.2.3.4.5.6|. Reported procedure: 1500 mg of (2R,4R)-4-dimethylcarbamoyloxy-2-{2-[5-methoxy-2-(2-phenylethyl)phenoxy]ethyl}-1-octyloxycarbonylpyrrolidine [prepared as described in step (a) above], 25 ml of tetrahydrofuran and 310 mg of lithium aluminum hydride were allowed to react together and subsequently treated in the same manner as described in step (b) of Example 1. The concentrated substance thus obtained was purified by silica gel column chromatography, using a 5:1 by volume mixture of methylene chloride and methanol as ... The reactants are C1[C@@H]([C@@H]1[NH3+])C2=CC(=C(C=C2)F)F.C1=CC=C(C=C1)C(C(=O)[O-])O (trans-(1R,2S)-2-(3,4-Difluorophenyl)cyclopropanaminium (2R)-2-hydroxy-2-phenylethanoate), C([O-])([O-])=O.[K+].[K+] (potassium carbonate), ClC=1C2=C(N=C(N1)SCCC)N(N=N2)[C@@H]2C[C@@H]([C@@H]1[C@H]2OC(O1)(C)C)OCCO (2-({(3aR,4S,6R,6aS)-6-[7-Chloro-5-(propylthio)-3H-[1,2,3]triazolo[4,5-d]pyrimidin-3-yl]-2,2-dimethyltetrahydro-3 aH-cyclopenta[d][1,3]dioxol-4-yl}oxy)ethanol). Solvent: O (water), O (water). The product is FC=1C=C(C=CC1F)[C@H]1[C@@H](C1)NC=1C2=C(N=C(N1)SCCC)N(N=N2)[C@@H]2C[C@@H]([C@@H]1[C@H]2OC(O1)(C)C)OCCO (2-({(3aR,4S,6R,6aS)-6-[7-{[(1R,2S)-2-(3,4-Difluorophenyl)cyclopropyl]amino}-5-(propylthio)-3H-[1,2,3]triazolo[4,5-d]pyrimidin-3-yl]-2,2-dimethyltetrahydro-3aH-cyclopenta[d][1,3]dioxol-4-yl}oxy)ethanol). As a reaction SMILES: [CH2:1]1[C@@H:3]([NH3+:4])[C@H:2]1[C:5]1[CH:10]=[CH:9][C:8]([F:11])=[C:7]([F:12])[CH:6]=1.C1C=CC(C(O)C([O-])=O)=CC=1.C(=O)([O-])[O-].[K+].[K+].Cl[C:31]1[C:32]2[N:43]=[N:42][N:41]([C@H:44]3[C@@H:48]4[O:49][C:50]([CH3:53])([CH3:52])[O:51][C@@H:47]4[C@@H:46]([O:54][CH2:55][CH2:56][OH:57])[CH2:45]3)[C:33]=2[N:34]=[C:35]([S:37][CH2:38][CH2:39][CH3:40])[N:36]=1>O>[F:12][C:7]1[CH:6]=[C:5]([C@@H:2]2[CH2:1][C@H:3]2[NH:4][C:31]2[C:32]3[N:43]=[N:42][N:41]([C@H:44]4[C@@H:48]5[O:49][C:50]([CH3:52])([CH3:53])[O:51][C@@H:47]5[C@@H:46]([O:54][CH2:55][CH2:56][OH:57])[CH2:45]4)[C:33]=3[N:34]=[C:35]([S:37][CH2:38][CH2:39][CH3:40])[N:36]=2)[CH:10]=[CH:9][C:8]=1[F:11] |f:0.1,2.3.4|. Procedure: trans-(1R,2S)-2-(3,4-Difluorophenyl)cyclopropanaminium (2R)-2-hydroxy-2-phenylethanoate (146 kg, prepared as described in WO2008/018822, WO2008/018823, WO01/92200) and potassium carbonate (156 kg) were dissolved in water (576 kg) and charged to the 2-({(3aR,4S,6R,6aS)-6-[7-Chloro-5-(propylthio)-3H-[1,2,3]triazolo[4,5-d]pyrimidin-3-yl]-2,2-dimethyltetrahydro-3 aH-cyclopenta[d][1,3]dioxol-4-yl}oxy)ethanol solution with a rate that kept the temperature of the reaction ≦30° C. After the conversion c... Reactants: COc1cc(F)c(C#N)cc1C(=O)O, CCN(C(C)C)C(C)C, O=C(Cl)C(=O)Cl, ClCCl, Cl, NCc1cccc([N+](=O)[O-])c1, CN(C)C=O. The product is COc1cc(F)c(C#N)cc1C(=O)NCc1cccc([N+](=O)[O-])c1. As a reaction SMILES: [C:1](#[N:2])[c:3]1[c:4]([F:14])[cH:5][c:6]([O:12][CH3:13])[c:7]([C:8](=[O:9])[OH:10])[cH:11]1.[CH:21]([N:22]([CH:23]([CH3:24])[CH3:25])[CH2:26][CH3:27])([CH3:28])[CH3:29].[Cl:15][C:16]([C:17]([Cl:18])=[O:19])=[O:20].[Cl:42][CH2:43][Cl:44].[ClH:30].[N+:31](=[O:32])([O-:33])[c:34]1[cH:35][c:36]([CH2:37][NH2:38])[cH:39][cH:40][cH:41]1.[O:45]=[CH:46][N:47]([CH3:48])[CH3:49]>>[C:1](#[N:2])[c:3]1[c:4]([F:14])[cH:5][c:6]([O:12][CH3:13])[c:7]([C:8](=[O:10])[NH:38][CH2:37][c:36]2[cH:35][c:34]([N+:31](=[O:32])[O-:33])[cH:41][cH:40][cH:39]2)[cH:11]1. The reactants are O=C([O-])[O-], CN(C)C=O, COC(=O)CCc1sc(Cl)nc1-c1ccccc1, [K+], [K+], O, Oc1ccc(S)cc1. Product: COC(=O)CCc1sc(Sc2ccc(O)cc2)nc1-c1ccccc1. Reaction SMILES: [C:27](=[O:28])([O-:29])[O-:30].[CH3:33][N:34]([CH3:35])[CH:36]=[O:37].[Cl:1][c:2]1[s:3][c:4]([CH2:13][CH2:14][C:15](=[O:16])[O:17][CH3:18])[c:5](-[c:7]2[cH:8][cH:9][cH:10][cH:11][cH:12]2)[n:6]1.[K+:31].[K+:32].[OH2:38].[OH:19][c:20]1[cH:21][cH:22][c:23]([SH:26])[cH:24][cH:25]1>>[c:2]1([S:26][c:23]2[cH:22][cH:21][c:20]([OH:19])[cH:25][cH:24]2)[s:3][c:4]([CH2:13][CH2:14][C:15](=[O:16])[O:17][CH3:18])[c:5](-[c:7]2[cH:8][cH:9][cH:10][cH:11][cH:12]2)[n:6]1.